This data is from the Open Reaction Database (ORD), a public repository of structured organic reaction records. The task is: describe an organic reaction: reactants, conditions, products, and yield The reactants are Cn1ccnc1S, CS(C)=O, [Cl-], FC(F)(F)c1ccc(Br)cc1, [K+], [Na+], [OH-]. The product is Cl, Cn1ccnc1Sc1ccc(C(F)(F)F)cc1. Reaction SMILES: [CH3:12][n:13]1[c:14]([SH:18])[n:15][cH:16][cH:17]1.[CH3:23][S:24]([CH3:25])=[O:26].[Cl-:22].[F:1][C:2]([c:3]1[cH:4][cH:5][c:6]([Br:9])[cH:7][cH:8]1)([F:10])[F:11].[K+:20].[Na+:21].[OH-:19]>>[ClH:22].[F:1][C:2]([c:3]1[cH:4][cH:5][c:6]([S:18][c:14]2[n:13]([CH3:12])[cH:17][cH:16][n:15]2)[cH:7][cH:8]1)([F:10])[F:11]. The reactants are CCOC(=O)CN(CCc1ccccc1)C(=O)OC(C)(C)C, CO, CCOC(C)=O, Cl, [Li+], [OH-], O. The product is CC(C)(C)OC(=O)N(CCc1ccccc1)CC(=O)O. As a reaction SMILES: [CH2:1]([CH3:2])[O:3][C:4]([CH2:5][N:6]([CH2:7][CH2:8][c:9]1[cH:10][cH:11][cH:12][cH:13][cH:14]1)[C:15](=[O:16])[O:17][C:18]([CH3:19])([CH3:20])[CH3:21])=[O:22].[CH3:25][OH:26].[CH3:29][CH2:30][O:31][C:32]([CH3:33])=[O:34].[ClH:27].[Li+:24].[OH-:23].[OH2:28]>>[O:3]=[C:4]([CH2:5][N:6]([CH2:7][CH2:8][c:9]1[cH:10][cH:11][cH:12][cH:13][cH:14]1)[C:15](=[O:16])[O:17][C:18]([CH3:19])([CH3:20])[CH3:21])[OH:22]. Reactants: CON(C(=O)C=1C=NC2=C(C=CC=C2C1C1=CC=CC=C1)C(F)(F)F)C (N-methoxy-N-methyl-4-phenyl-8-(trifluoromethyl)quinoline-3-carboxamide), BrC=1C=C(C=CC1)C (3-Bromotoluene), [Li]CCCC (BuLi), Solution, Cl (HCl). The solvent is C1CCOC1 (THF), C1CCOC1 (THF), CO (MeOH). Run at temperature -78 celsius, time 30 minute. Product: CC=1C=C(C=CC1)C(=O)C=1C=NC2=C(C=CC=C2C1C1=CC=CC=C1)C(F)(F)F ((3-METHYLPHENYL)[4-PHENYL-8-(TRIFLUOROMETHYL)QUINOLIN-3-YL]METHANONE). Isolated yield 24.0%. RXN SMILES: Br[C:2]1[CH:3]=[C:4]([CH3:8])[CH:5]=[CH:6][CH:7]=1.[Li]CCCC.CON(C)[C:17]([C:19]1[CH:20]=[N:21][C:22]2[C:27]([C:28]=1[C:29]1[CH:34]=[CH:33][CH:32]=[CH:31][CH:30]=1)=[CH:26][CH:25]=[CH:24][C:23]=2[C:35]([F:38])([F:37])[F:36])=[O:18].Cl>C1COCC1.CO>[CH3:8][C:4]1[CH:3]=[C:2]([C:17]([C:19]2[CH:20]=[N:21][C:22]3[C:27]([C:28]=2[C:29]2[CH:30]=[CH:31][CH:32]=[CH:33][CH:34]=2)=[CH:26][CH:25]=[CH:24][C:23]=3[C:35]([F:38])([F:37])[F:36])=[O:18])[CH:7]=[CH:6][CH:5]=1. Procedure details: 3-Bromotoluene (0.078 mL, 0.64 mmol) was taken into THF (3 mL) and cooled to −78° C. Next, BuLi (0.32 mL of a 2.0 M Solution, 0.64 mmol) was added dropwise and then stirred for 30 minutes. Next, N-methoxy-N-methyl-4-phenyl-8-(trifluoromethyl)quinoline-3-carboxamide (0.231 g, 0.64 mmol) in THF (2 mL) was added quickly via syringe and allowed to stir overnight. MeOH and 2 N HCl were added and stirred for 5 minutes. Then the mixture was extracted with ethyl acetate and dried over magnesium sulfate ...